Dataset: the Open Reaction Database (ORD), a public repository of structured organic reaction records. Task: describe an organic reaction: reactants, conditions, products, and yield Reaction SMILES: [C:1]([Si:5]([CH3:42])([CH3:41])[O:6][CH2:7][CH2:8][N:9]([CH2:21][C:22]1[CH:27]=[CH:26][C:25]([S:28]([N:31]2[CH:35]=[CH:34][C:33](/[CH:36]=[CH:37]/[C:38](O)=[O:39])=[CH:32]2)(=[O:30])=[O:29])=[CH:24][CH:23]=1)[CH2:10][CH2:11][C:12]1[C:20]2[C:15](=[CH:16][CH:17]=[CH:18][CH:19]=2)[NH:14][CH:13]=1)([CH3:4])([CH3:3])[CH3:2].CCN=C=NCCCN(C)C.Cl.Cl.[O:56]1[CH2:61][CH2:60][CH2:59][CH2:58][CH:57]1[O:62][NH2:63]>CN(C=O)C.C(N(CC)CC)C>[C:1]([Si:5]([CH3:42])([CH3:41])[O:6][CH2:7][CH2:8][N:9]([CH2:21][C:22]1[CH:27]=[CH:26][C:25]([S:28]([N:31]2[CH:35]=[CH:34][C:33](/[CH:36]=[CH:37]/[C:38]([NH:63][O:62][CH:57]3[CH2:58][CH2:59][CH2:60][CH2:61][O:56]3)=[O:39])=[CH:32]2)(=[O:29])=[O:30])=[CH:24][CH:23]=1)[CH2:10][CH2:11][C:12]1[C:20]2[C:15](=[CH:16][CH:17]=[CH:18][CH:19]=2)[NH:14][CH:13]=1)([CH3:3])([CH3:2])[CH3:4] |f:1.2|. Yields the product C(C)(C)(C)[Si](OCCN(CCC1=CNC2=CC=CC=C12)CC1=CC=C(C=C1)S(=O)(=O)N1C=C(C=C1)/C=C/C(=O)NOC1OCCCC1)(C)C ((E)-3-{1-[4-({[2-(tert-Butyl-dimethyl-silanyloxy)-ethyl]-[2-(1H-indol-3-yl)-ethyl]-amino}-methyl)-benzenesulfonyl]-1H-pyrrol-3-yl}-N-(tetrahydro-pyran-2-yloxy)-acrylamide). Solvent: CN(C)C=O (DMF), C(C)N(CC)CC (triethylamine). Reactants: C(C)(C)(C)[Si](OCCN(CCC1=CNC2=CC=CC=C12)CC1=CC=C(C=C1)S(=O)(=O)N1C=C(C=C1)/C=C/C(=O)O)(C)C ((E)-3-{1-[4-({[2-(tert-Butyl-dimethyl-silanyloxy)-ethyl]-(2-(1H-indol-3-yl)-ethyl]-amino}-methyl)-benzenesulfonyl]-1H-pyrrol-3-yl}-acrylic acid), O1C(CCCC1)ON (O-(tetrahydro-2H-pyran-2-yl)-hydroxylamine), CCN=C=NCCCN(C)C.Cl (EDCl), Cl (HCl). Procedure: (E)-3-{1-[4-({[2-(tert-Butyl-dimethyl-silanyloxy)-ethyl]-(2-(1H-indol-3-yl)-ethyl]-amino}-methyl)-benzenesulfonyl]-1H-pyrrol-3-yl}-acrylic acid (compound C15) (1.15 g, 1.16 mmol), HOBtH2O (171 mg, 1.16 mmol) and triethylamine (2 ml) is dissolved in DMF (100 ml) at room temperature. After addition of EDCl.HCl (786 mg, 3.48 mmol) the mixture is stirred for 1.5 hours. Then it is added O-(tetrahydro-2H-pyran-2-yl)-hydroxylamine (136 mg, 1.16 mmol) and stirred for 17 hours. After evaporation and addi... Run at time 17 hour. The reactants are O=Cc1cccn1Cc1ccccc1, CCOP(=O)(CC(=O)OC)OCC, [H-], [Na+], CN(C)C=O. Yields the product COC(=O)C=Cc1cccn1Cc1ccccc1. RXN SMILES: [CH2:16]([c:17]1[cH:18][cH:19][cH:20][cH:21][cH:22]1)[n:23]1[c:24]([CH:28]=[O:29])[cH:25][cH:26][cH:27]1.[CH2:3]([O:4][P:5](=[O:6])([O:7][CH2:8][CH3:9])[CH2:11][C:12](=[O:13])[O:14][CH3:15])[CH3:10].[H-:1].[Na+:2].[O:30]=[CH:31][N:32]([CH3:33])[CH3:34]>>[CH:11]([C:12](=[O:13])[O:14][CH3:15])=[CH:28][c:24]1[n:23]([CH2:16][c:17]2[cH:18][cH:19][cH:20][cH:21][cH:22]2)[cH:27][cH:26][cH:25]1. Reactants: peptide, sulfhydryl, peptide, peptide, N[C@@H](CS)C(=O)O (cysteine), C1(C=CC(N1)=O)=O (maleimide), succinimidyl 3(2-pyridyldithio) propionate. Product: C(CCC)O.C(C)(=O)O.O (n-butanol acetic acid water). Yield: 15.0%. RXN SMILES: [C:1]1(=O)N[C:4](=[O:6])[CH:3]=[CH:2]1.N[C@H:9]([C:12]([OH:14])=[O:13])CS>>[CH2:4]([OH:6])[CH2:3][CH2:2][CH3:1].[C:12]([OH:14])(=[O:13])[CH3:9].[OH2:6] |f:2.3.4|. Reported procedure: A stable thioether bond forms when a sulfhydryl-containing peptide is reacted with the maleimide bearing intercalator as shown in Scheme 3 above, a sulfhydryl group may be attached to the N-terminal of the peptide with the reagent succinimidyl 3(2-pyridyldithio) propionate (Carlsson, J., et al., Biochem. 173:723 (1978)). Alternatively, the peptide may be synthesized with a cysteine residue at the appropriate location. The synthesis is robust and provides an overall yield of about 15%.